This data is from the Open Reaction Database (ORD), a public repository of structured organic reaction records. The task is: describe an organic reaction: reactants, conditions, products, and yield The reactants are C(C)(=O)OCC(C)C (isobutyl acetate), [O-]Cl.[Na+] (NaOCl), FC(OC1=CC2=C(NC(=N2)SCC2=NC=CC(=C2OC)OC)C=C1)F (5-(difluoromethoxy)-2-[[(3,4-dimethoxy-2-pyridinyl) methyl]thio]-1H-benzimidazole), [OH-].[Na+] (NaOH). Run in S(=O)(=O)([O-])S(=O)[O-].[Na+].[Na+] (sodium metabisulfite). Reaction conditions: temperature -7 celsius, time 8 hour. Yields the product COC=1C=CN=C(C1OC)C[S+](C=2NC=3C=CC(=CC3N2)OC(F)F)[O-] (pantoprazole). The yield is 83.0%. RXN SMILES: C(OCC(C)C)(=[O:3])C.[F:9][CH:10]([F:33])[O:11][C:12]1[CH:32]=[CH:31][C:15]2[NH:16][C:17]([S:19][CH2:20][C:21]3[C:26]([O:27][CH3:28])=[C:25]([O:29][CH3:30])[CH:24]=[CH:23][N:22]=3)=[N:18][C:14]=2[CH:13]=1.[OH-].[Na+].[O-]Cl.[Na+]>S(S([O-])=O)([O-])(=O)=O.[Na+].[Na+]>[CH3:30][O:29][C:25]1[CH:24]=[CH:23][N:22]=[C:21]([CH2:20][S+:19]([O-:3])[C:17]2[NH:16][C:15]3[CH:31]=[CH:32][C:12]([O:11][CH:10]([F:9])[F:33])=[CH:13][C:14]=3[N:18]=2)[C:26]=1[O:27][CH3:28] |f:2.3,4.5,6.7.8|. Procedure details: A flask is charged with isobutyl acetate (0.1 L). Under mixing, compound VI (5 g) is added, followed by 18.8% NaOH (11.5 ml, 4.9 eq.). The flask is cooled to −7° C. Then, aqueous 9.4% active NaOCl (11.5 ml, 1.24 eq.) is added dropwise over 15 min. The two-phase mixture is stirred at room temperature overnight, over which time a precipitate forms. Aqueous Na2S2O5 (20 ml) is then added and the precipitate is redissolved. On standing, another precipitate forms in the mixture which is separated by f... Reaction SMILES: [Br:1][C:2]1[N:7]2[N:8]=[C:9]([CH2:16][CH3:17])[C:10]([NH:11][CH2:12][CH:13]3[CH2:15][CH2:14]3)=[C:6]2[CH:5]=[CH:4][CH:3]=1.[O:18]1[CH2:23][CH2:22][CH:21]([CH:24]=O)[CH2:20][CH2:19]1.C(O[BH-](OC(=O)C)OC(=O)C)(=O)C.[Na+].C(=O)(O)[O-].[Na+]>O1CCCC1>[Br:1][C:2]1[N:7]2[N:8]=[C:9]([CH2:16][CH3:17])[C:10]([N:11]([CH2:12][CH:13]3[CH2:14][CH2:15]3)[CH2:24][CH:21]3[CH2:22][CH2:23][O:18][CH2:19][CH2:20]3)=[C:6]2[CH:5]=[CH:4][CH:3]=1 |f:2.3,4.5|. Reactants: BrC1=CC=CC=2N1N=C(C2NCC2CC2)CC (N-(7-bromo-2-ethylpyrazolo[1,5-a]pyridin-3-yl)-N-cyclopropylmethylamine), O1CCC(CC1)C=O (tetrahydropyran-4-carbaldehyde), C([O-])(O)=O.[Na+] (sodium bicarbonate), C(C)(=O)O[BH-](OC(C)=O)OC(C)=O.[Na+] (sodium triacetoxyborohydride). Procedure details: To a solution of N-(7-bromo-2-ethylpyrazolo[1,5-a]pyridin-3-yl)-N-cyclopropylmethylamine (106 mg) in tetrahydrofuran (3 mL) was added tetrahydropyran-4-carbaldehyde (123 mg) at room temperature, and then sodium triacetoxyborohydride (229 mg) was gradually added. After stirring the reaction mixture for 1 hour, saturated aqueous sodium bicarbonate was added thereto. The obtained mixture was extracted with ethyl acetate, and organic extract was washed with brine and then dried over anhydrous magnes... The solvent is O1CCCC1 (tetrahydrofuran). The yield is 84.9%. Conditions: time 1 hour. The product is BrC1=CC=CC=2N1N=C(C2N(CC2CCOCC2)CC2CC2)CC (N-(7-Bromo-2-ethylpyrazolo[1,5-a]pyridin-3-yl)-N-cyclopropylmethyl-N-tetrahydro-2H-4-pyranylmethylamine).